From a dataset of the Open Reaction Database (ORD), a public repository of structured organic reaction records. describe an organic reaction: reactants, conditions, products, and yield The reactants are Cc1cccc(-c2sc(C)nc2CO)c1, ClC(Cl)Cl, O=S(Cl)Cl. Product: Cc1cccc(-c2sc(C)nc2CCl)c1. As a reaction SMILES: [CH3:1][c:2]1[s:3][c:4](-[c:9]2[cH:10][c:11]([CH3:15])[cH:12][cH:13][cH:14]2)[c:5]([CH2:7][OH:8])[n:6]1.[CH:20]([Cl:21])([Cl:22])[Cl:23].[S:16]([Cl:17])([Cl:18])=[O:19]>>[CH3:1][c:2]1[s:3][c:4](-[c:9]2[cH:10][c:11]([CH3:15])[cH:12][cH:13][cH:14]2)[c:5]([CH2:7][Cl:18])[n:6]1.